From a dataset of the Open Reaction Database (ORD), a public repository of structured organic reaction records. describe an organic reaction: reactants, conditions, products, and yield As a reaction SMILES: [Br-:34].[C:26](=[O:27])([O-:28])[O-:29].[CH2:52]([C:53]([CH3:54])=[O:55])[CH3:56].[CH2:63]1[CH2:64][CH2:65][CH2:66][CH2:67][CH2:68]1.[CH3:35][CH2:36][CH2:37][CH2:38][N+:39]([CH2:40][CH2:41][CH2:42][CH3:43])([CH2:44][CH2:45][CH2:46][CH3:47])[CH2:48][CH2:49][CH2:50][CH3:51].[CH3:57][CH2:58][O:59][C:60](=[O:61])[CH3:62].[Cl:18][CH2:19][c:20]1[cH:21][n:22][cH:23][cH:24][cH:25]1.[ClH:17].[I-:33].[K+:30].[K+:31].[K+:32].[OH:1][c:2]1[c:3]([C:4](=[O:5])[c:6]2[cH:7][cH:8][cH:9][cH:10][cH:11]2)[cH:12][cH:13][c:14]([OH:16])[cH:15]1>>[OH:1][c:2]1[c:3]([C:4](=[O:5])[c:6]2[cH:7][cH:8][cH:9][cH:10][cH:11]2)[cH:12][cH:13][c:14]([O:16][CH2:19][c:20]2[cH:21][n:22][cH:23][cH:24][cH:25]2)[cH:15]1. The product is O=C(c1ccccc1)c1ccc(OCc2cccnc2)cc1O. Reactants: [Br-], O=C([O-])[O-], CCC(C)=O, C1CCCCC1, CCCC[N+](CCCC)(CCCC)CCCC, CCOC(C)=O, ClCc1cccnc1, Cl, [I-], [K+], [K+], [K+], O=C(c1ccccc1)c1ccc(O)cc1O. Run at time 8 hour. Procedure details: To a solution of (R)-quinuclidin-3-yl 2-(4-methoxybenzylamino)-2-phenylacetate (C79) (78 mg, 0.21 mmol) in ethyl acetate (2.05 mL), is added 2-chloro-1-(thiophen-2-yl)ethanone (36.2 mg, 0.23 mmol). The colorless solution is stirred at RT overnight. The residue is first purified by flash chromatography (DCM/MeOH=90/10 to 85/15) and then by preparative LC/MS. MeOH is evaporated from the fractions collected and then the aqueous solution is freeze-dried overnight to obtain the title compound as a pa... The reactants are COC1=CC=C(CNC(C(=O)O[C@H]2CN3CCC2CC3)C3=CC=CC=C3)C=C1 ((R)-quinuclidin-3-yl 2-(4-methoxybenzylamino)-2-phenylacetate), ClCC(=O)C=1SC=CC1 (2-chloro-1-(thiophen-2-yl)ethanone). Reaction SMILES: [CH3:1][O:2][C:3]1[CH:28]=[CH:27][C:6]([CH2:7][NH:8][CH:9]([C:21]2[CH:26]=[CH:25][CH:24]=[CH:23][CH:22]=2)[C:10]([O:12][C@@H:13]2[CH:18]3[CH2:19][CH2:20][N:15]([CH2:16][CH2:17]3)[CH2:14]2)=[O:11])=[CH:5][CH:4]=1.Cl[CH2:30][C:31]([C:33]1[S:34][CH:35]=[CH:36][CH:37]=1)=[O:32]>C(OCC)(=O)C>[CH:10]([O-:12])=[O:11].[CH:10]([O-:12])=[O:11].[CH3:1][O:2][C:3]1[CH:4]=[CH:5][C:6]([CH2:7][NH:8][CH:9]([C:21]2[CH:22]=[CH:23][CH:24]=[CH:25][CH:26]=2)[C:10]([O:12][C@@H:13]2[CH:18]3[CH2:17][CH2:16][N+:15]([CH2:30][C:31](=[O:32])[C:33]4[S:34][CH:35]=[CH:36][CH:37]=4)([CH2:20][CH2:19]3)[CH2:14]2)=[O:11])=[CH:27][CH:28]=1.[CH3:1][O:2][C:3]1[CH:4]=[CH:5][C:6]([CH2:7][NH:8][CH:9]([C:21]2[CH:22]=[CH:23][CH:24]=[CH:25][CH:26]=2)[C:10]([O:12][C@@H:13]2[CH:18]3[CH2:17][CH2:16][N+:15]([CH2:30][C:31]([C:33]4[S:34][CH:35]=[CH:36][CH:37]=4)=[O:32])([CH2:20][CH2:19]3)[CH2:14]2)=[O:11])=[CH:27][CH:28]=1 |f:3.4.5.6|. Yields the product C(=O)[O-].C(=O)[O-].COC1=CC=C(CNC(C(=O)O[C@H]2C[N+]3(CCC2CC3)CC(C=3SC=CC3)=O)C3=CC=CC=C3)C=C1.COC1=CC=C(CNC(C(=O)O[C@H]3C[N+]2(CCC3CC2)CC(=O)C=2SC=CC2)C2=CC=CC=C2)C=C1 ((R)-3-[2-(4-methoxy-benzylamino)-2-phenyl-acetoxy]-1-(2-oxo-2-thiophen-2-yl-ethyl)-1-azonia-bicyclo[2.2.2]octane formate formate). Isolated yield 76.1%. Run in C(C)(=O)OCC (ethyl acetate). Reactants: O=c1[nH]nc(Cl)cc1Br, O=C([O-])[O-], C1COCCO1, [Cs+], [Cs+], O=C(C=Cc1ccccc1)C=Cc1ccccc1, O=C(C=Cc1ccccc1)C=Cc1ccccc1, O=C(C=Cc1ccccc1)C=Cc1ccccc1, [Pd], [Pd], Nc1ccc(-c2ccncc2)nn1. The product is O=c1[nH]nc(Cl)cc1Nc1ccc(-c2ccncc2)nn1. Reaction SMILES: [Br:14][c:15]1[c:16](=[O:22])[nH:17][n:18][c:19]([Cl:21])[cH:20]1.[C:23](=[O:24])([O-:25])[O-:26].[CH2:85]1[O:86][CH2:87][CH2:88][O:89][CH2:90]1.[Cs+:27].[Cs+:28].[O:31]=[C:32]([CH:33]=[CH:34][c:35]1[cH:36][cH:37][cH:38][cH:39][cH:40]1)[CH:41]=[CH:42][c:43]1[cH:44][cH:45][cH:46][cH:47][cH:48]1.[O:49]=[C:50]([CH:51]=[CH:52][c:53]1[cH:54][cH:55][cH:56][cH:57][cH:58]1)[CH:59]=[CH:60][c:61]1[cH:62][cH:63][cH:64][cH:65][cH:66]1.[O:67]=[C:68]([CH:69]=[CH:70][c:71]1[cH:72][cH:73][cH:74][cH:75][cH:76]1)[CH:77]=[CH:78][c:79]1[cH:80][cH:81][cH:82][cH:83][cH:84]1.[Pd:29].[Pd:30].[n:1]1[cH:2][cH:3][c:4](-[c:7]2[cH:8][cH:9][c:10]([NH2:13])[n:11][n:12]2)[cH:5][cH:6]1>>[n:1]1[cH:2][cH:3][c:4](-[c:7]2[cH:8][cH:9][c:10]([NH:13][c:15]3[c:16](=[O:22])[nH:17][n:18][c:19]([Cl:21])[cH:20]3)[n:11][n:12]2)[cH:5][cH:6]1. Reaction SMILES: [CH3:43][OH:44].[Na+:42].[O:45]1[CH2:46][CH2:47][CH2:48][CH2:49]1.[OH-:41].[OH:1][CH:2]([CH2:3][O:4][CH:5]([CH3:6])[c:7]1[c:8](-[c:13]2[cH:14][c:15]([CH2:19][C:20](=[O:21])[O:22][CH2:23][CH3:24])[cH:16][cH:17][cH:18]2)[cH:9][cH:10][cH:11][cH:12]1)[CH2:25][NH:26][C:27]([CH2:28][c:29]1[cH:30][c:31]2[cH:32][cH:33][cH:34][cH:35][c:36]2[cH:37][cH:38]1)([CH3:39])[CH3:40]>>[OH:1][CH:2]([CH2:3][O:4][CH:5]([CH3:6])[c:7]1[c:8](-[c:13]2[cH:14][c:15]([CH2:19][C:20](=[O:21])[OH:22])[cH:16][cH:17][cH:18]2)[cH:9][cH:10][cH:11][cH:12]1)[CH2:25][NH:26][C:27]([CH2:28][c:29]1[cH:30][c:31]2[cH:32][cH:33][cH:34][cH:35][c:36]2[cH:37][cH:38]1)([CH3:39])[CH3:40]. Reactants: CO, [Na+], C1CCOC1, [OH-], CCOC(=O)Cc1cccc(-c2ccccc2C(C)OCC(O)CNC(C)(C)Cc2ccc3ccccc3c2)c1. The product is CC(OCC(O)CNC(C)(C)Cc1ccc2ccccc2c1)c1ccccc1-c1cccc(CC(=O)O)c1. Starting materials: O=C1CCC(=O)N1Br, CC(=O)O, O=c1cc(-c2ccccc2)nc(-c2ccccc2)[nH]1. The product is O=c1[nH]c(-c2ccccc2)nc(-c2ccccc2)c1Br. RXN SMILES: [Br:20][N:21]1[C:22](=[O:23])[CH2:24][CH2:25][C:26]1=[O:27].[CH3:28][C:29](=[O:30])[OH:31].[c:1]1(-[c:7]2[n:8][c:9](-[c:14]3[cH:15][cH:16][cH:17][cH:18][cH:19]3)[cH:10][c:11](=[O:13])[nH:12]2)[cH:2][cH:3][cH:4][cH:5][cH:6]1>>[c:1]1(-[c:7]2[n:8][c:9](-[c:14]3[cH:15][cH:16][cH:17][cH:18][cH:19]3)[c:10]([Br:20])[c:11](=[O:13])[nH:12]2)[cH:2][cH:3][cH:4][cH:5][cH:6]1. Reactants: C(C)(C)(C)OC(NCCCN)=O ((3-Amino-propyl)-carbamic acid tert-butyl ester), C(C1=CC=CC=C1)(=O)N=C=S (Benzoyl isothiocyanate), C(=O)([O-])[O-].[K+].[K+] (K2CO3). Run in C1CCOC1 (THF), O (water). Conditions: time 1 hour. Yields the product C(C)(C)(C)OC(NCCCNC(=S)N)=O ((3-Thioureido-propyl)-carbamic Acid tert-Butyl Ester). Yield: 55.3%. Reaction SMILES: [C:1]([O:5][C:6](=[O:12])[NH:7][CH2:8][CH2:9][CH2:10][NH2:11])([CH3:4])([CH3:3])[CH3:2].C([N:21]=[C:22]=[S:23])(=O)C1C=CC=CC=1.C([O-])([O-])=O.[K+].[K+]>C1COCC1.O>[C:1]([O:5][C:6](=[O:12])[NH:7][CH2:8][CH2:9][CH2:10][NH:11][C:22]([NH2:21])=[S:23])([CH3:4])([CH3:2])[CH3:3] |f:2.3.4|. Procedure: A solution of 2 g (11.47 mmol) (3-Amino-propyl)-carbamic acid tert-butyl ester in 20 ml THF was treated with 1.62 ml (11.47 mmol) Benzoyl isothiocyanate and stirred for 1 h at room temperature. After removal of the volatiles the residue was suspended in 50 ml methanol and 4.8 g (34.4 mmol) K2CO3 in 50 ml water was added. The mixture was stirred at room temperature for 16 h, concentrated, and extracted with ethyl acetate. The combined organic layers were washed with NaHCO3 sat., brine, dried with...